This data is from the Open Reaction Database (ORD), a public repository of structured organic reaction records. The task is: describe an organic reaction: reactants, conditions, products, and yield The product is CC(C)(C)OC(=O)N1CC(Oc2ccc(F)cc2F)CC1CO. RXN SMILES: [C:1]([CH3:2])([CH3:3])([CH3:4])[O:5][C:6](=[O:7])[N:8]1[CH:9]([C:22](=[O:23])[OH:24])[CH2:10][CH:11]([O:13][c:14]2[c:15]([F:21])[cH:16][c:17]([F:20])[cH:18][cH:19]2)[CH2:12]1.[CH2:26]1[O:27][CH2:28][CH2:29][CH2:30]1.[OH2:25]>>[C:1]([CH3:2])([CH3:3])([CH3:4])[O:5][C:6](=[O:7])[N:8]1[CH:9]([CH2:22][OH:23])[CH2:10][CH:11]([O:13][c:14]2[c:15]([F:21])[cH:16][c:17]([F:20])[cH:18][cH:19]2)[CH2:12]1. Reactants: CC(C)(C)OC(=O)N1CC(Oc2ccc(F)cc2F)CC1C(=O)O, C1CCOC1, O. Starting materials: ClC(=O)OC (Methyl chloroformate), NC=1C=CC(=NC1)N1C[C@@]2(CCN(C2=O)C2CCOCC2)CCC1 ((5S)-7-(5-aminopyridin-2-yl)-2-(tetrahydro-2H-pyran-4-yl)-2,7-diazaspiro[4.5]decan-1-one), C(C)(C)N(C(C)C)CC (N,N-diisopropylethylamine), C(Cl)Cl (methylene chloride). Run at time 1 hour. The product is O=C1N(CC[C@@]12CN(CCC2)C2=CC=C(C=N2)NC(OC)=O)C2CCOCC2 (Methyl {6-[(5S)-1-oxo-2-(tetrahydro-2H-pyran-4-yl)-2,7-diazaspiro[4.5]dec-7-yl]pyridin-3-yl}carbamate). As a reaction SMILES: Cl[C:2]([O:4][CH3:5])=[O:3].[NH2:6][C:7]1[CH:8]=[CH:9][C:10]([N:13]2[CH2:29][CH2:28][CH2:27][C@@:15]3([C:19](=[O:20])[N:18]([CH:21]4[CH2:26][CH2:25][O:24][CH2:23][CH2:22]4)[CH2:17][CH2:16]3)[CH2:14]2)=[N:11][CH:12]=1.C(N(CC)C(C)C)(C)C.C(Cl)Cl>>[O:20]=[C:19]1[C@@:15]2([CH2:27][CH2:28][CH2:29][N:13]([C:10]3[N:11]=[CH:12][C:7]([NH:6][C:2](=[O:3])[O:4][CH3:5])=[CH:8][CH:9]=3)[CH2:14]2)[CH2:16][CH2:17][N:18]1[CH:21]1[CH2:26][CH2:25][O:24][CH2:23][CH2:22]1. Procedure: Methyl chloroformate (4.4 μL, 0.000057 mol) was added to a solution of (5S)-7-(5-aminopyridin-2-yl)-2-(tetrahydro-2H-pyran-4-yl)-2,7-diazaspiro[4.5]decan-1-one (15.8 mg, 0.0000478 mol), N,N-diisopropylethylamine (27 μL, 0.00016 mol) and methylene chloride (1.0 mL, 0.016 mol); and the mixture was stirred for 1 h. The volatiles were removed in-vacuo and the crude product was purified by prep-HPLC. LC-MS: 389.2 (M+H)+. Reactants: IC1=CC=C(C(=O)O)C=C1 (4-iodobenzoic acid), Cl.CN(CCCN=C=NCC)C (N-(3-dimethylaminopropyl)-N′-ethylcarbodiimide hydrochloride), ON1N=NC2=C1C=CC=C2 (1-hydroxybenzotriazole), CN(C)C=O (DMF). Conditions: time 12 hour. The product is IC1=CC=C(C(=O)N2CC(CC2)C=2C=NC=CC2)C=C1 (3-[1-(4-iodobenzoyl)pyrrolidin-3-yl]pyridine). RXN SMILES: [I:1][C:2]1[CH:10]=[CH:9][C:5]([C:6]([OH:8])=O)=[CH:4][CH:3]=1.Cl.CN(C)[CH2:14][CH2:15][CH2:16][N:17]=[C:18]=NCC.O[N:24]1[C:28]2[CH:29]=[CH:30][CH:31]=CC=2N=N1.[CH3:33]N(C=O)C>>[I:1][C:2]1[CH:3]=[CH:4][C:5]([C:6]([N:24]2[CH2:31][CH2:30][CH:29]([C:33]3[CH:18]=[N:17][CH:16]=[CH:15][CH:14]=3)[CH2:28]2)=[O:8])=[CH:9][CH:10]=1 |f:1.2|. Procedure details: i-5d (3.59 g, 24.2 mmol) was added to a stirred solution of 4-iodobenzoic acid (6.00 g, 24.2 mmol), N-(3-dimethylaminopropyl)-N′-ethylcarbodiimide hydrochloride (5.10 g, 26.6 mmol) and 1-hydroxybenzotriazole (3.70 g, 24.2 mmol) in DMF (100 mL). After 12 h, the reaction mixture was quenched with said, aq. NaHCO3 and extracted with EtOAc. The organic layer was washed with water and brine, dried (sodium sulfate) and concentrated in vacuo to afford the title compound i-21a. m/z (ES) 379 (MH)+. Starting materials: C(C)(=O)OC1=CC=C(C=C2C(NC(S2)=O)=O)C=C1 (5-(4-acetoxybenzylidene)thiazolidine-2,4-dione), [H][H] (hydrogen). Reagents/catalysts: [Pd] (palladium-on-charcoal). Run in C(C)(=O)O (acetic acid). Yields the product C(C)(=O)OC1=CC=C(CC2C(NC(S2)=O)=O)C=C1 (5-(4-Acetoxybenzyl)thiazolidine-2,4-dione). Isolated yield 89.3%. As a reaction SMILES: [C:1]([O:4][C:5]1[CH:18]=[CH:17][C:8]([CH:9]=[C:10]2[S:14][C:13](=[O:15])[NH:12][C:11]2=[O:16])=[CH:7][CH:6]=1)(=[O:3])[CH3:2].[H][H]>C(O)(=O)C.[Pd]>[C:1]([O:4][C:5]1[CH:18]=[CH:17][C:8]([CH2:9][CH:10]2[S:14][C:13](=[O:15])[NH:12][C:11]2=[O:16])=[CH:7][CH:6]=1)(=[O:3])[CH3:2]. Reported procedure: 2.0 g of 5-(4-acetoxybenzylidene)thiazolidine-2,4-dione [prepared as described in step (a) above] were dissolved in 80 ml of acetic acid and the mixture was hydrogenated by passing hydrogen at atmospheric pressure through the solution at 90° C. for 5 hours in the presence of 2.0 g of 10% w/w palladium-on-charcoal. At the end of this time, the catalyst was filtered off, and the filtrate was diluted with toluene. The acetic acid solvent was then removed by distillation as a toluene azeotrope. The ... Reactants: NC=1C=C2C=3CC(CCC3NC2=CC1)N(C)C (6-amino-3-(dimethyl)amino-1,2,3,4-tetrahydro-9H-carbazole), ClC=1C=C(C(=O)Cl)C=CC1 (3-chlorobenzoyl chloride). The product is ClC=1C=C(C(=O)NC=2C=C3C=4CC(CCC4NC3=CC2)N(C)C)C=CC1 (6-(3-chlorobenzoyl)amino-3-(dimethyl)amino-1,2,3,4-tetrahydro-9H-carbazole). Isolated yield 24.8%. As a reaction SMILES: [NH2:1][C:2]1[CH:3]=[C:4]2[C:12](=[CH:13][CH:14]=1)[NH:11][C:10]1[CH2:9][CH2:8][CH:7]([N:15]([CH3:17])[CH3:16])[CH2:6][C:5]2=1.[Cl:18][C:19]1[CH:20]=[C:21]([CH:25]=[CH:26][CH:27]=1)[C:22](Cl)=[O:23]>>[Cl:18][C:19]1[CH:20]=[C:21]([CH:25]=[CH:26][CH:27]=1)[C:22]([NH:1][C:2]1[CH:3]=[C:4]2[C:12](=[CH:13][CH:14]=1)[NH:11][C:10]1[CH2:9][CH2:8][CH:7]([N:15]([CH3:17])[CH3:16])[CH2:6][C:5]2=1)=[O:23]. Procedure: Beginning with 10.6 mg (0.046 mMol) 6-amino-3-(dimethyl)amino-1,2,3,4-tetrahydro-9H-carbazole and 8.8 μL (0.063 mMol) 3-chlorobenzoyl chloride, 4.2 mg (25%) of the title compound were recovered as a brown solid. Reactants: CCN=C=NCCCN(C)C, Cc1ccc(C(=O)NCCC2CCCC2)cc1C(=O)O, ClCCl, Cl, Nc1ccc(N)nc1, On1nnc2ccccc21. The product is Cc1ccc(C(=O)NCCC2CCCC2)cc1C(=O)Nc1ccc(N)nc1. As a reaction SMILES: [CH3:32][N:33]([CH3:34])[CH2:35][CH2:36][CH2:37][N:38]=[C:39]=[N:40][CH2:41][CH3:42].[CH:1]1([CH2:6][CH2:7][NH:8][C:9](=[O:10])[c:11]2[cH:12][cH:13][c:14]([CH3:20])[c:15]([C:16](=[O:17])[OH:18])[cH:19]2)[CH2:2][CH2:3][CH2:4][CH2:5]1.[Cl:51][CH2:52][Cl:53].[ClH:31].[NH2:43][c:44]1[n:45][cH:46][c:47]([NH2:50])[cH:48][cH:49]1.[OH:21][n:22]1[c:23]2[c:24]([cH:25][cH:26][cH:27][cH:28]2)[n:29][n:30]1>>[CH:1]1([CH2:6][CH2:7][NH:8][C:9](=[O:10])[c:11]2[cH:12][cH:13][c:14]([CH3:20])[c:15]([C:16](=[O:18])[NH:50][c:47]3[cH:46][n:45][c:44]([NH2:43])[cH:49][cH:48]3)[cH:19]2)[CH2:2][CH2:3][CH2:4][CH2:5]1. Reactants: CC1=C(C(=CC(=C1)B1OC(C(O1)(C)C)(C)C)C)O (2,6-dimethyl-4-(4,4,5,5-tetramethyl-1,3,2-dioxaborolan-2-yl)phenol), BrC1=CC=C(C(=O)OC)C=C1 (methyl 4-bromobenzoate), C(=O)([O-])[O-].[Cs+].[Cs+] (Cs2CO3). Reagents/catalysts: C1=CC=C(C=C1)P([C-]2C=CC=C2)C3=CC=CC=C3.C1=CC=C(C=C1)P([C-]2C=CC=C2)C3=CC=CC=C3.Cl[Pd]Cl.[Fe+2] (PdCl2(dppf)). Run in CN(C)C=O (DMF), CCOC(=O)C (EtOAc). Product: OC1=C(C=C(C=C1C)C1=CC=C(C=C1)C(=O)OC)C (Methyl 4′-hydroxy-3′,5′-dimethylbiphenyl-4-carboxylate). Yield: 79.1%. RXN SMILES: [CH3:1][C:2]1[CH:7]=[C:6](B2OC(C)(C)C(C)(C)O2)[CH:5]=[C:4]([CH3:17])[C:3]=1[OH:18].Br[C:20]1[CH:29]=[CH:28][C:23]([C:24]([O:26][CH3:27])=[O:25])=[CH:22][CH:21]=1.C([O-])([O-])=O.[Cs+].[Cs+]>CN(C=O)C.CCOC(C)=O.C1C=CC(P(C2C=CC=CC=2)[C-]2C=CC=C2)=CC=1.C1C=CC(P(C2C=CC=CC=2)[C-]2C=CC=C2)=CC=1.Cl[Pd]Cl.[Fe+2]>[OH:18][C:3]1[C:4]([CH3:17])=[CH:5][C:6]([C:20]2[CH:29]=[CH:28][C:23]([C:24]([O:26][CH3:27])=[O:25])=[CH:22][CH:21]=2)=[CH:7][C:2]=1[CH3:1] |f:2.3.4,7.8.9.10|. Procedure: A solution of 2,6-dimethyl-4-(4,4,5,5-tetramethyl-1,3,2-dioxaborolan-2-yl)phenol (525 mg, 2.12 mmol), methyl 4-bromobenzoate (460 mg, 2.14 mmol), PdCl2(dppf) (80 mg, 0.11 mmol) and Cs2CO3 (1.40 g, 4.31 mmol) in DMF (10 mL, 5% H2O) was heated at 80° C. for 1 h. The reaction mixture was diluted with EtOAc (50 mL), washed with H2O (2×50 mL), and dried over Na2SO4. Purification on a silica gel column gave the desired product as a pale yellow solid (430 mg). NMR (CDCl3): δ 8.08 (d, 2H), 7.62 (d, 2H),... Reactants: C, COC(=O)N1CCC(N2CCC(Nc3ncccc3[N+](=O)[O-])CC2)CC1, CO, [H][H], [Pd]. Yields the product COC(=O)N1CCC(N2CCC(Nc3ncccc3N)CC2)CC1. As a reaction SMILES: [C:31].[CH3:1][O:2][C:3](=[O:4])[N:5]1[CH2:6][CH2:7][CH:8]([N:11]2[CH2:12][CH2:13][CH:14]([NH:17][c:18]3[n:19][cH:20][cH:21][cH:22][c:23]3[N+:24]([O-:25])=[O:26])[CH2:15][CH2:16]2)[CH2:9][CH2:10]1.[CH3:29][OH:30].[H:27][H:28].[Pd:32]>>[CH3:1][O:2][C:3](=[O:4])[N:5]1[CH2:6][CH2:7][CH:8]([N:11]2[CH2:12][CH2:13][CH:14]([NH:17][c:18]3[n:19][cH:20][cH:21][cH:22][c:23]3[NH2:24])[CH2:15][CH2:16]2)[CH2:9][CH2:10]1.